Dataset: the Open Reaction Database (ORD), a public repository of structured organic reaction records. Task: describe an organic reaction: reactants, conditions, products, and yield The reactants are C(C)(C)N(C(C)C)CC (N,N-Diisopropylethylamine), F[B-](F)(F)F.N1(N=NC2=C1C=CC=C2)OC(=[N+](C)C)N(C)C (2-(1H-benzotriazole-1-yl)-1,1,3,3-tetramethyluronium tetrafluoroborate), O.ON1N=NC2=C1C=CC=C2 (1-hydroxybenzotriazole hydrate), C(C1=CC=CC=C1)N (benzylamine), C(C)NC(=O)C1C(C(C(C1)N1N=NC2=C1N=C(N=C2NC2C(C2)C2=CC=CC=C2)SCCC)O)O (N-Ethyl-2,3-dihydroxy-4-[7-[(2-phenylcyclopropyl)amino]-5-(propylthio)-3H-1,2,3-triazolo[4,5-d]pyrimidin-3-yl]-cyclopentanecarboxamide), ice water. Run in CN(C)C=O (DMF). Run at time 2 hour. Yields the product OC1C(CC(C1O)N1N=NC2=C1N=C(N=C2NC2C(C2)C2=CC=CC=C2)SCCC)C(=O)NCC2=CC=CC=C2 (2,3-Dihydroxy-4-[7-[(2-phenylcyclopropyl)amino]-5-(propylthio)-3H-1,2,3-triazolo[4,5-d]pyrimidin-3-yl]-N-(phenylmethyl)-cyclopentanecarboxamide). RXN SMILES: C(N(CC)C(C)C)(C)C.F[B-](F)(F)F.N1(OC(N(C)C)=[N+](C)C)C2C=CC=CC=2N=N1.O.ON1[C:38]2[CH:39]=[CH:40][CH:41]=[CH:42][C:37]=2N=N1.C(N)C1C=CC=CC=1.[CH2:51]([NH:53][C:54]([CH:56]1[CH2:60][CH:59]([N:61]2[C:65]3[N:66]=[C:67]([S:80][CH2:81][CH2:82][CH3:83])[N:68]=[C:69]([NH:70][CH:71]4[CH2:73][CH:72]4[C:74]4[CH:79]=[CH:78][CH:77]=[CH:76][CH:75]=4)[C:64]=3[N:63]=[N:62]2)[CH:58]([OH:84])[CH:57]1[OH:85])=[O:55])C>CN(C=O)C>[OH:85][CH:57]1[CH:58]([OH:84])[CH:59]([N:61]2[C:65]3[N:66]=[C:67]([S:80][CH2:81][CH2:82][CH3:83])[N:68]=[C:69]([NH:70][CH:71]4[CH2:73][CH:72]4[C:74]4[CH:75]=[CH:76][CH:77]=[CH:78][CH:79]=4)[C:64]=3[N:63]=[N:62]2)[CH2:60][CH:56]1[C:54]([NH:53][CH2:51][C:37]1[CH:38]=[CH:39][CH:40]=[CH:41][CH:42]=1)=[O:55] |f:1.2,3.4|. Procedure: N,N-Diisopropylethylamine (3 eq) was added to a solution of 2-(1H-benzotriazole-1-yl)-1,1,3,3-tetramethyluronium tetrafluoroborate (1.5 eq), 1-hydroxybenzotriazole hydrate (1.5 eq), benzylamine (2 eq) and the product of Example 1, step c) (1 eq) in DMF (20 ml). The reaction mixture was stirred at room temperature for 2 hours then added dropwise to stirred acidic ice-water. The subtitle compound was isolated by filtration.